Task: describe an organic reaction: reactants, conditions, products, and yield. Dataset: the Open Reaction Database (ORD), a public repository of structured organic reaction records Starting materials: BrCc1ccccc1, CN(C)C=O, [H-], [Na+], O=C1CCNC(=O)C1=C1SC=CS1. Yields the product O=C1CCN(Cc2ccccc2)C(=O)C1=C1SC=CS1. As a reaction SMILES: [Br:16][CH2:17][c:18]1[cH:19][cH:20][cH:21][cH:22][cH:23]1.[CH3:24][N:25]([CH3:26])[CH:27]=[O:28].[H-:1].[Na+:2].[S:3]1[C:4](=[C:8]2[C:9](=[O:15])[NH:10][CH2:11][CH2:12][C:13]2=[O:14])[S:5][CH:6]=[CH:7]1>>[S:3]1[C:4](=[C:8]2[C:9](=[O:15])[N:10]([CH2:17][c:18]3[cH:19][cH:20][cH:21][cH:22][cH:23]3)[CH2:11][CH2:12][C:13]2=[O:14])[S:5][CH:6]=[CH:7]1. The reactants are C(C)(=O)C=1N=C(SC1)CN1N=CC(=N1)NC(=O)C=1N=C(OC1C=1C=C(C=CC1)C)C (N-(2-((4-acetylthiazol-2-yl)methyl)-2H-1,2,3-triazol-4-yl)-2-methyl-5-(m-tolyl)oxazole-4-carboxamide), C[Al](C)C (AlMe3), solution, N#N (N2), [Cl-].[NH4+] (ammonium chloride), Cl (HCl). The solvent is C(Cl)Cl (CH2Cl2), CCCCCCC (heptane), C(Cl)Cl (CH2Cl2). Conditions: temperature 0 celsius, time 2 hour. The product is OC(C)(C)C=1N=C(SC1)CN1N=CC(=N1)NC(=O)C=1N=C(OC1C=1C=C(C=CC1)C)C (N-(2-((4-(2-Hydroxypropan-2-yl)thiazol-2-yl)methyl)-2H-1,2,3-triazol-4-yl)-2-methyl-5-(m-tolyl)oxazole-4-carboxamide). RXN SMILES: N#N.[C:3]([C:6]1[N:7]=[C:8]([CH2:11][N:12]2[N:16]=[C:15]([NH:17][C:18]([C:20]3[N:21]=[C:22]([CH3:32])[O:23][C:24]=3[C:25]3[CH:26]=[C:27]([CH3:31])[CH:28]=[CH:29][CH:30]=3)=[O:19])[CH:14]=[N:13]2)[S:9][CH:10]=1)(=[O:5])[CH3:4].[CH3:33][Al](C)C.[Cl-].[NH4+].Cl>C(Cl)Cl.CCCCCCC>[OH:5][C:3]([C:6]1[N:7]=[C:8]([CH2:11][N:12]2[N:16]=[C:15]([NH:17][C:18]([C:20]3[N:21]=[C:22]([CH3:32])[O:23][C:24]=3[C:25]3[CH:26]=[C:27]([CH3:31])[CH:28]=[CH:29][CH:30]=3)=[O:19])[CH:14]=[N:13]2)[S:9][CH:10]=1)([CH3:33])[CH3:4] |f:3.4|. Procedure: In a flame dried round-bottomed flask equipped with a magnetic stir bar and under inert atmosphere (N2), a solution of N-(2-((4-acetylthiazol-2-yl)methyl)-2H-1,2,3-triazol-4-yl)-2-methyl-5-(m-tolyl)oxazole-4-carboxamide (example 75 from WO 2009/077990; 50 mg, 0.12 mmol) in CH2Cl2 (1.1 mL) was treated at 0° C. with AlMe3 (0.3 mL of a 1.0M solution in heptane, 0.3 mmol) and the resulting mixture was stirred for 2 h at 0° C. The reaction mixture was carefully poured into a sat. aq. solution of ammo...